From a dataset of the Open Reaction Database (ORD), a public repository of structured organic reaction records. describe an organic reaction: reactants, conditions, products, and yield Reactants: N#CCBr, O=C([O-])[O-], CCOC(C)=O, [K+], [K+], CN(C)C=O, CCCCc1oc2ccccc2c1C(=O)NCc1ccc2c(-c3ccc(OC)cc3)c(O)ccc2c1. Yields the product CCCCc1oc2ccccc2c1C(=O)NCc1ccc2c(-c3ccc(OC)cc3)c(OCC#N)ccc2c1. RXN SMILES: [Br:37][CH2:38][C:39]#[N:40].[C:41](=[O:42])([O-:43])[O-:44].[CH3:52][CH2:53][O:54][C:55](=[O:56])[CH3:57].[K+:45].[K+:46].[O:47]=[CH:48][N:49]([CH3:50])[CH3:51].[OH:1][c:2]1[c:3](-[c:29]2[cH:30][cH:31][c:32]([O:35][CH3:36])[cH:33][cH:34]2)[c:4]2[cH:5][cH:6][c:7]([CH2:12][NH:13][C:14](=[O:15])[c:16]3[c:17]([CH2:25][CH2:26][CH2:27][CH3:28])[o:18][c:19]4[c:20]3[cH:21][cH:22][cH:23][cH:24]4)[cH:8][c:9]2[cH:10][cH:11]1>>[O:1]([c:2]1[c:3](-[c:29]2[cH:30][cH:31][c:32]([O:35][CH3:36])[cH:33][cH:34]2)[c:4]2[cH:5][cH:6][c:7]([CH2:12][NH:13][C:14](=[O:15])[c:16]3[c:17]([CH2:25][CH2:26][CH2:27][CH3:28])[o:18][c:19]4[c:20]3[cH:21][cH:22][cH:23][cH:24]4)[cH:8][c:9]2[cH:10][cH:11]1)[CH2:38][C:39]#[N:40]. Starting materials: C(=O)(OC(C)(C)C)N[C@@H](CCC1=CC=CC=C1)C(=O)N([C@@H](CCCNC(=O)OC(C)(C)C)CO)C (Boc-Homophenylalanyl-Nδ-Boc-Nα-Methylornithinol), SC=1SC2=C(N1)C=CC=C2 (2-mercaptobenzothiazole), C1(=CC=CC=C1)P(C1=CC=CC=C1)C1=CC=CC=C1 (triphenylphosphine), N(=NC(=O)OCC)C(=O)OCC (diethyl azodicarboxylate). Run in O1CCCC1 (tetrahydrofuran), O1CCCC1 (tetrahydrofuran). Run at temperature 0 celsius, time 1.5 hour. Yields the product S1C(=NC2=C1C=CC=C2)SC([C@@H](N(C)C([C@@H](NC(=O)OC(C)(C)C)CCC2=CC=CC=C2)=O)CCCNC(=O)OC(C)(C)C)=O (Boc-homophenylalanyl-Nδ-Boc-Nα-methylornithinyl 2-benzo-thiazolyl thioether). The yield is 51.8%. Reaction SMILES: [C:1]([NH:8][C@H:9]([C:18]([N:20]([CH3:35])[C@H:21]([CH2:33][OH:34])[CH2:22][CH2:23][CH2:24][NH:25][C:26]([O:28][C:29]([CH3:32])([CH3:31])[CH3:30])=[O:27])=[O:19])[CH2:10][CH2:11][C:12]1[CH:17]=[CH:16][CH:15]=[CH:14][CH:13]=1)([O:3][C:4]([CH3:7])([CH3:6])[CH3:5])=[O:2].[SH:36][C:37]1[S:38][C:39]2[CH:45]=[CH:44][CH:43]=[CH:42][C:40]=2[N:41]=1.C1(P(C2C=CC=CC=2)C2C=CC=CC=2)C=CC=CC=1.N(C(OCC)=O)=NC(OCC)=O>O1CCCC1>[S:38]1[C:39]2[CH:45]=[CH:44][CH:43]=[CH:42][C:40]=2[N:41]=[C:37]1[S:36][C:33](=[O:34])[C@H:21]([CH2:22][CH2:23][CH2:24][NH:25][C:26]([O:28][C:29]([CH3:32])([CH3:31])[CH3:30])=[O:27])[N:20]([C:18](=[O:19])[C@H:9]([CH2:10][CH2:11][C:12]1[CH:17]=[CH:16][CH:15]=[CH:14][CH:13]=1)[NH:8][C:1]([O:3][C:4]([CH3:6])([CH3:5])[CH3:7])=[O:2])[CH3:35]. Reported procedure: This was prepared in a two step sequence. A solution of Boc-homophenylalanyl-Nδ-Boc-Nα-methylornithinol (D) (392 mg) and 2-mercaptobenzothiazole (267 mg) in dry tetrahydrofuran (9 ml) was cooled to 0° C. under nitrogen atmosphere. Then, a solution of triphenylphosphine (1.04 g), anhydrous tetrahydrofuran (1 ml), and diethyl azodicarboxylate (620 μl) was added. The reaction mixture was stirred for 1.5 h at 0° C., concentrated in vacuo, and purified by flash chromatography (30% ethyl acetate/hexan... Starting materials: ClC1=CC=C(OC(C#N)(C)C)C=C1 (2-(p-chlorophenoxy)-2-methyl-propionitrile), NC(CO)(C)C (2-amino-2-methyl-1-propanol), N (ammonia). The reagents and catalysts are [Zn].C(C)(=O)[O-] (zinc acetate). Solvent: C(Cl)(Cl)Cl (chloroform). Run at time 48 hour. Yields the product ClC1=CC=C(OC(C)(C)C=2OCC(N2)(C)C)C=C1 (2-[(p-chlorophenoxy)-isopropyl]-4,4-dimethyl-2-oxazoline). Isolated yield 88.0%. As a reaction SMILES: [Cl:1][C:2]1[CH:13]=[CH:12][C:5]([O:6][C:7]([CH3:11])([CH3:10])[C:8]#[N:9])=[CH:4][CH:3]=1.N[C:15]([CH3:19])([CH3:18])[CH2:16][OH:17].N>[Zn].C([O-])(=O)C.C(Cl)(Cl)Cl>[Cl:1][C:2]1[CH:13]=[CH:12][C:5]([O:6][C:7]([C:8]2[O:17][CH2:16][C:15]([CH3:19])([CH3:18])[N:9]=2)([CH3:10])[CH3:11])=[CH:4][CH:3]=1 |f:3.4|. Procedure: 19.57 g (0.1 moles) of 2-(p-chlorophenoxy)-2-methyl-propionitrile are reacted under stirring for 34 hours with 17.83 g (0.2 moles) of 2-amino-2-methyl-1-propanol in the presence of 0.66 g (0.003 moles) of zinc-acetate catalyst at a temperature of 140°-150° C. The reaction takes place under an intensive development of ammonia gas. When the gas development is finished, the mixture is cooled, dissolved in 300 ml of chloroform and the solution washed with water to neutral reaction. After drying the ...